From a dataset of the Open Reaction Database (ORD), a public repository of structured organic reaction records. describe an organic reaction: reactants, conditions, products, and yield RXN SMILES: [CH3:45][CH2:46][O:47][C:48](=[O:49])[CH3:50].[H:43][H:44].[NH2:1][c:2]1[c:3]2[c:4]([n:5][cH:6][n:7]1)[n:8]([CH:27]1[CH2:28][CH2:29][N:30]([C:33]([O:34][CH2:35][c:36]3[cH:37][cH:38][cH:39][cH:40][cH:41]3)=[O:42])[CH2:31][CH2:32]1)[n:9][c:10]2-[c:11]1[cH:12][c:13]([O:25][CH3:26])[c:14]([NH:17][CH2:18][c:19]2[o:20][c:21]([CH3:24])[cH:22][cH:23]2)[cH:15][cH:16]1.[OH-:51].[OH-:53].[Pd+2:52]>>[NH2:1][c:2]1[c:3]2[c:4]([n:5][cH:6][n:7]1)[n:8]([CH:27]1[CH2:28][CH2:29][NH:30][CH2:31][CH2:32]1)[n:9][c:10]2-[c:11]1[cH:12][c:13]([O:25][CH3:26])[c:14]([NH:17][CH2:18][c:19]2[o:20][c:21]([CH3:24])[cH:22][cH:23]2)[cH:15][cH:16]1. The product is COc1cc(-c2nn(C3CCNCC3)c3ncnc(N)c23)ccc1NCc1ccc(C)o1. Starting materials: CCOC(C)=O, [H][H], COc1cc(-c2nn(C3CCN(C(=O)OCc4ccccc4)CC3)c3ncnc(N)c23)ccc1NCc1ccc(C)o1, [OH-], [OH-], [Pd+2]. Reactants: C(=O)(OC(C)(C)C)N(C(=O)OC(C)(C)C)C1=C(C=C(C=C1F)Br)F (N,N-di-Boc-4-bromo-2,6-difluoro-phenylamine), COC=1C=CC=C(C1C=2C=CC=CC2P(C3CCCCC3)C4CCCCC4)OC (S-Phos), C([O-])([O-])=O.[Cs+].[Cs+] (cesium carbonate), CN1CCNCC1 (1-methyl-piperazine). Reagents/catalysts: C(C)(=O)[O-].[Pd+2].C(C)(=O)[O-] (palladium acetate). Run in C1(=CC=CC=C1)C (toluene), C(C)(=O)OCC (ethyl acetate). Run at temperature 100 celsius, time 16 hour. Yields the product C(=O)(OC(C)(C)C)N1CCN(CC1)C (1-Boc-4-methylpiperazine). Reaction SMILES: [C:1]([N:8]([C:16]1[C:21](F)=CC(Br)=CC=1F)[C:9]([O:11][C:12]([CH3:15])([CH3:14])[CH3:13])=[O:10])(OC(C)(C)C)=O.COC1C=CC=C(OC)C=1C1C=CC=CC=1P(C1CCCCC1)C1CCCCC1.C(=O)([O-])[O-].[Cs+].[Cs+].[CH3:60][N:61]1CCNC[CH2:62]1>C1(C)C=CC=CC=1.C([O-])(=O)C.[Pd+2].C([O-])(=O)C.C(OCC)(=O)C>[C:9]([N:8]1[CH2:16][CH2:21][N:61]([CH3:62])[CH2:60][CH2:1]1)([O:11][C:12]([CH3:15])([CH3:14])[CH3:13])=[O:10] |f:2.3.4,7.8.9|. Reported procedure: To a solution of N,N-di-Boc-4-bromo-2,6-difluoro-phenylamine (5.59 g, 13.7 mmol) obtained in Step A in Example 1-D-18, palladium acetate (308 mg, 1.37 mmol), S-Phos (1.12 g, 27.4 mmol) and cesium carbonate (8.93 g, 27.4 mmol) in toluene (100 ml), 1-methyl-piperazine (6.08 ml, 54.8 mmol) was added, followed by stirring at 100° C. for 16 hours. After cooling to room temperature, 100 ml of ethyl acetate was added, which was washed with water (100 ml) and saturated aqueous ammonium chloride solution...